Dataset: the Open Reaction Database (ORD), a public repository of structured organic reaction records. Task: describe an organic reaction: reactants, conditions, products, and yield Starting materials: CCBr, Cc1ccc(C)c(OCc2ccccc2Br)c1, N#Cc1ccon1, C1CCOC1, [Mg], O=S(=O)(O)O. The product is Cc1ccc(C)c(OCc2ccccc2C(=O)c2ccon2)c1. RXN SMILES: [Br:1][CH2:2][CH3:3].[Br:5][c:6]1[c:7]([CH2:12][O:13][c:14]2[c:15]([CH3:21])[cH:16][cH:17][c:18]([CH3:20])[cH:19]2)[cH:8][cH:9][cH:10][cH:11]1.[C:22](#[N:23])[c:24]1[n:25][o:26][cH:27][cH:28]1.[CH2:34]1[O:35][CH2:36][CH2:37][CH2:38]1.[Mg:4].[S:29]([OH:30])(=[O:31])(=[O:32])[OH:33]>>[c:6]1([C:22]([c:24]2[n:25][o:26][cH:27][cH:28]2)=[O:30])[c:7]([CH2:12][O:13][c:14]2[c:15]([CH3:21])[cH:16][cH:17][c:18]([CH3:20])[cH:19]2)[cH:8][cH:9][cH:10][cH:11]1. The reactants are Cl, [Na+], C1CCOC1, [OH-], CCOC(=O)c1ccc(-c2ccc(OCCCO)c(-c3ccc4c(c3)C(C)(C)CCC4(C)C)c2)cc1. Product: CC1(C)CCC(C)(C)c2cc(-c3cc(-c4ccc(C(=O)O)cc4)ccc3OCCCO)ccc21. Reaction SMILES: [ClH:39].[Na+:2].[O:40]1[CH2:41][CH2:42][CH2:43][CH2:44]1.[OH-:1].[OH:3][CH2:4][CH2:5][CH2:6][O:7][c:8]1[c:9](-[c:25]2[cH:26][c:27]3[c:32]([cH:33][cH:34]2)[C:31]([CH3:35])([CH3:36])[CH2:30][CH2:29][C:28]3([CH3:37])[CH3:38])[cH:10][c:11](-[c:14]2[cH:15][cH:16][c:17]([C:20](=[O:21])[O:22][CH2:23][CH3:24])[cH:18][cH:19]2)[cH:12][cH:13]1>>[OH:3][CH2:4][CH2:5][CH2:6][O:7][c:8]1[c:9](-[c:25]2[cH:26][c:27]3[c:32]([cH:33][cH:34]2)[C:31]([CH3:35])([CH3:36])[CH2:30][CH2:29][C:28]3([CH3:37])[CH3:38])[cH:10][c:11](-[c:14]2[cH:15][cH:16][c:17]([C:20](=[O:21])[OH:22])[cH:18][cH:19]2)[cH:12][cH:13]1. Reactants: O=C([O-])[O-], CCNC(=O)Nc1cc(-c2nc(C(F)(F)F)cs2)c(B2OC(C)(C)C(C)(C)O2)cn1, CC#N, [K+], [K+], CC(=O)[O-], CC(=O)[O-], O, CCOC(=O)c1cn(C(C)CO)c2ccc(I)cc2c1=O, [Pd+2]. Yields the product CCNC(=O)Nc1cc(-c2nc(C(F)(F)F)cs2)c(-c2ccc3c(c2)c(=O)c(C(=O)OCC)cn3C(C)CO)cn1. RXN SMILES: [C:52](=[O:53])([O-:54])[O-:55].[CH2:22]([CH3:23])[NH:24][C:25](=[O:26])[NH:27][c:28]1[n:29][cH:30][c:31]([B:43]2[O:44][C:45]([CH3:46])([CH3:47])[C:48]([CH3:49])([CH3:50])[O:51]2)[c:32](-[c:34]2[s:35][cH:36][c:37]([C:39]([F:40])([F:41])[F:42])[n:38]2)[cH:33]1.[CH3:58][C:59]#[N:60].[K+:56].[K+:57].[O-:63][C:64]([CH3:65])=[O:66].[O-:67][C:68]([CH3:69])=[O:70].[OH2:61].[OH:1][CH2:2][CH:3]([CH3:4])[n:5]1[cH:6][c:7]([C:17](=[O:18])[O:19][CH2:20][CH3:21])[c:8](=[O:16])[c:9]2[cH:10][c:11]([I:15])[cH:12][cH:13][c:14]12.[Pd+2:62]>>[OH:1][CH2:2][CH:3]([CH3:4])[n:5]1[cH:6][c:7]([C:17](=[O:18])[O:19][CH2:20][CH3:21])[c:8](=[O:16])[c:9]2[cH:10][c:11](-[c:31]3[cH:30][n:29][c:28]([NH:27][C:25]([NH:24][CH2:22][CH3:23])=[O:26])[cH:33][c:32]3-[c:34]3[s:35][cH:36][c:37]([C:39]([F:40])([F:41])[F:42])[n:38]3)[cH:12][cH:13][c:14]12. Reactants: C(C)(C)(C)OC(NC1=CC(=C(C(=C1)Cl)OCCO)Cl)=O ([3,5-dichloro-4-(2-hydroxy-ethoxy)-phenyl]-carbamic acid tert-butyl ester), C(C)(=O)OC(C)=O (acetic anhydride). The solvent is N1=CC=CC=C1 (pyridine). Conditions: time 15 hour. Product: C(C)(C)(C)OC(=O)NC1=CC(=C(OCCOC(C)=O)C(=C1)Cl)Cl (Acetic acid 2-(4-tert-butoxycarbonylamino-2,6-dichloro-phenoxy)-ethyl ester). RXN SMILES: [C:1]([O:5][C:6](=[O:20])[NH:7][C:8]1[CH:13]=[C:12]([Cl:14])[C:11]([O:15][CH2:16][CH2:17][OH:18])=[C:10]([Cl:19])[CH:9]=1)([CH3:4])([CH3:3])[CH3:2].[C:21](OC(=O)C)(=[O:23])[CH3:22]>N1C=CC=CC=1>[C:1]([O:5][C:6]([NH:7][C:8]1[CH:13]=[C:12]([Cl:14])[C:11]([O:15][CH2:16][CH2:17][O:18][C:21](=[O:23])[CH3:22])=[C:10]([Cl:19])[CH:9]=1)=[O:20])([CH3:4])([CH3:2])[CH3:3]. Reported procedure: A solution of [3,5-dichloro-4-(2-hydroxy-ethoxy)-phenyl]-carbamic acid tert-butyl ester (0.85 g) in pyridine (14 mL) is treated with acetic anhydride (1.24 mL) and the mixture is stirred at room temperature for 15 hours. The solvent is removed under reduced pressure and the residue dissolved in ethyl acetate. This solution is then washed twice with 5% aqueous hydrochloric acid, once with saturated aqueous sodium bicarbonate, and then with saturated aqueous sodium chloride. The solution is dried ...